From a dataset of the Open Reaction Database (ORD), a public repository of structured organic reaction records. describe an organic reaction: reactants, conditions, products, and yield The reactants are O=C(n1ccnc1)n1ccnc1, CCCCCN(Cc1ccc(-c2ccccc2S(N)(=O)=O)cc1)C(=O)N1CCc2ccccc21, C1CCOC1, C1CCC2=NCCCN2CC1, O=C(O)c1ccccc1Cl. Yields the product CCCCCN(Cc1ccc(-c2ccccc2S(=O)(=O)NC(=O)c2ccccc2Cl)cc1)C(=O)N1CCc2ccccc21. As a reaction SMILES: [C:11]([n:12]1[cH:13][cH:14][n:15][cH:16]1)([n:17]1[cH:18][cH:19][n:20][cH:21]1)=[O:22].[CH2:23]([CH2:24][CH2:25][CH2:26][CH3:27])[N:28]([C:29](=[O:30])[N:31]1[CH2:32][CH2:33][c:34]2[cH:35][cH:36][cH:37][cH:38][c:39]21)[CH2:40][c:41]1[cH:42][cH:43][c:44](-[c:47]2[c:48]([S:53]([NH2:54])(=[O:55])=[O:56])[cH:49][cH:50][cH:51][cH:52]2)[cH:45][cH:46]1.[CH2:68]1[O:69][CH2:70][CH2:71][CH2:72]1.[N:57]12[CH2:58][CH2:59][CH2:60][N:61]=[C:62]1[CH2:63][CH2:64][CH2:65][CH2:66][CH2:67]2.[OH:1][C:2](=[O:3])[c:4]1[cH:5][cH:6][cH:7][cH:8][c:9]1[Cl:10]>>[C:2](=[O:3])([c:4]1[cH:5][cH:6][cH:7][cH:8][c:9]1[Cl:10])[NH:54][S:53]([c:48]1[c:47](-[c:44]2[cH:43][cH:42][c:41]([CH2:40][N:28]([CH2:23][CH2:24][CH2:25][CH2:26][CH3:27])[C:29](=[O:30])[N:31]3[CH2:32][CH2:33][c:34]4[cH:35][cH:36][cH:37][cH:38][c:39]43)[cH:46][cH:45]2)[cH:52][cH:51][cH:50][cH:49]1)(=[O:55])=[O:56]. The reactants are C(CCCCCCCCC)(=O)O (n-Decanoic acid), S(O)(O)(=O)=O (sulphuric acid), C(C)O (ethanol). Run at temperature 20 celsius, time 4 hour. Product: C(CCCCCCCCC)(=O)OCC (Ethyl n-decanoate). As a reaction SMILES: [C:1]([OH:12])(=[O:11])[CH2:2][CH2:3][CH2:4][CH2:5][CH2:6][CH2:7][CH2:8][CH2:9][CH3:10].S(=O)(=O)(O)O.[CH2:18](O)[CH3:19]>>[C:1]([O:12][CH2:18][CH3:19])(=[O:11])[CH2:2][CH2:3][CH2:4][CH2:5][CH2:6][CH2:7][CH2:8][CH2:9][CH3:10]. Reported procedure: n-Decanoic acid (17.2 g), 36N aqueous sulphuric acid solution (3 cc) and ethanol (300 cc) are heated to boiling for 4 hours. After being cooled to a temperature in the region of 20° C., the solution is concentrated to dryness at 50° C. under vacuum (20 mm Hg; 2.7 kPa), and the residue is then taken up with dichloromethane (200 cc). The organic phase is washed with saturated aqueous sodium bicarbonate solution (2×100 cc), separated off after settling has taken place, dried over anhydrous magnesiu... Reactants: O=C([O-])[O-], CS(=O)(=O)OCC1(CC#N)CC1, COCCCc1cc(O)cc(CN(C(=O)C2CN(C(=O)OC(C)(C)C)CCC2c2ccc(OCCOc3c(Cl)cc(C)cc3Cl)cc2)C2CC2)c1, [Cs+], [Cs+], CN(C)C=O. Yields the product COCCCc1cc(CN(C(=O)C2CN(C(=O)OC(C)(C)C)CCC2c2ccc(OCCOc3c(Cl)cc(C)cc3Cl)cc2)C2CC2)cc(OCC2(CC#N)CC2)c1. As a reaction SMILES: [C:64](=[O:65])([O-:66])[O-:67].[CH3:52][S:53]([O:54][CH2:57][C:58]1([CH2:61][C:62]#[N:63])[CH2:59][CH2:60]1)(=[O:55])=[O:56].[CH:1]1([N:4]([C:5](=[O:6])[CH:7]2[CH2:8][N:9]([C:32](=[O:33])[O:34][C:35]([CH3:36])([CH3:37])[CH3:38])[CH2:10][CH2:11][CH:12]2[c:13]2[cH:14][cH:15][c:16]([O:19][CH2:20][CH2:21][O:22][c:23]3[c:24]([Cl:31])[cH:25][c:26]([CH3:30])[cH:27][c:28]3[Cl:29])[cH:17][cH:18]2)[CH2:39][c:40]2[cH:41][c:42]([OH:51])[cH:43][c:44]([CH2:46][CH2:47][CH2:48][O:49][CH3:50])[cH:45]2)[CH2:2][CH2:3]1.[Cs+:68].[Cs+:69].[O:70]=[CH:71][N:72]([CH3:73])[CH3:74]>>[CH:1]1([N:4]([C:5](=[O:6])[CH:7]2[CH2:8][N:9]([C:32](=[O:33])[O:34][C:35]([CH3:36])([CH3:37])[CH3:38])[CH2:10][CH2:11][CH:12]2[c:13]2[cH:14][cH:15][c:16]([O:19][CH2:20][CH2:21][O:22][c:23]3[c:24]([Cl:31])[cH:25][c:26]([CH3:30])[cH:27][c:28]3[Cl:29])[cH:17][cH:18]2)[CH2:39][c:40]2[cH:41][c:42]([O:51][CH2:57][C:58]3([CH2:61][C:62]#[N:63])[CH2:59][CH2:60]3)[cH:43][c:44]([CH2:46][CH2:47][CH2:48][O:49][CH3:50])[cH:45]2)[CH2:2][CH2:3]1.